Dataset: the Open Reaction Database (ORD), a public repository of structured organic reaction records. Task: describe an organic reaction: reactants, conditions, products, and yield The reactants are FC1=C(C#N)C=CC(=C1)C1NCCC2=C1N(C=N2)C (2-Fluoro-4-(3-methyl-4,5,6,7-tetrahydro-3H-imidazo[4,5-c]pyridin-4-yl)-benzonitrile), COC=1C=C(C=CC1)S(=O)(=O)NCCC(=O)O (3-(3-Methoxy-benzenesulfonylamino)-propionic acid), C=1C=CC2=C(C1)N=NN2O (HOBT), C(CCl)Cl (EDC), CN1CCOCC1 (N-methylmorpholine). Run in CN(C)C=O (DMF). Run at time 18 hour. The product is C(#N)C1=C(C=C(C=C1)C1N(CCC2=C1N(C=N2)C)C(CCNS(=O)(=O)C2=CC(=CC=C2)OC)=O)F (N-{3-[4-(4-Cyano-3-fluoro-phenyl)-3-methyl-3,4,6,7-tetrahydro-imidazo[4,5-c]pyridin-5-yl]-3-oxo-propyl}-3-methoxy-benzenesulfonamide). As a reaction SMILES: [F:1][C:2]1[CH:9]=[C:8]([CH:10]2[C:15]3[N:16]([CH3:19])[CH:17]=[N:18][C:14]=3[CH2:13][CH2:12][NH:11]2)[CH:7]=[CH:6][C:3]=1[C:4]#[N:5].[CH3:20][O:21][C:22]1[CH:23]=[C:24]([S:28]([NH:31][CH2:32][CH2:33][C:34](O)=[O:35])(=[O:30])=[O:29])[CH:25]=[CH:26][CH:27]=1.C1C=CC2N(O)N=NC=2C=1.C(Cl)CCl.CN1CCOCC1>CN(C=O)C>[C:4]([C:3]1[CH:6]=[CH:7][C:8]([CH:10]2[C:15]3[N:16]([CH3:19])[CH:17]=[N:18][C:14]=3[CH2:13][CH2:12][N:11]2[C:34](=[O:35])[CH2:33][CH2:32][NH:31][S:28]([C:24]2[CH:25]=[CH:26][CH:27]=[C:22]([O:21][CH3:20])[CH:23]=2)(=[O:30])=[O:29])=[CH:9][C:2]=1[F:1])#[N:5]. Reported procedure: 2-Fluoro-4-(3-methyl-4,5,6,7-tetrahydro-3H-imidazo[4,5-c]pyridin-4-yl)-benzonitrile (Step E) (0.034 g, 0.132 mmol), 3-(3-methoxy-benzenesulfonylamino)-propionic acid (Step G) 0.041 g, 0.16 mmol), HOBT (0.022 g, 0.16 mmol), EDC (0.031 g, 0.16 mmol) and N-methylmorpholine (0.043 mL, 0.40 mmol) were dissolved in DMF (3 mL) and stirred for 18 h. The reaction mixture was concentrated in vacuo, diluted with CH2Cl2 and saturated NaHCO3 solution and separated. The aqueous layer was washed with CH2Cl2 (2... The reactants are FC1=C(C(=O)O)C=C(C=C1)S(=O)(=O)N1CC(CCC1)C (2-fluoro-5-(3-methylpiperidinosulfonyl)benzoic acid), [H-].[Na+] (sodium hydride), FC1=C(C(=O)O)C=C(C=C1)S(=O)(=O)Cl (2-Fluoro-5-chlorosulfonylbenzoic acid), CC1CNCCC1 (3-methylpiperidine). Run in C(C)(C)O (isopropyl alcohol). The product is C(C)(C)OC1=C(C(=O)O)C=C(C=C1)S(=O)(=O)N1CC(CCC1)C (2-Isopropoxy-5-(3-methylpiperidinosulfonyl)benzoic Acid). As a reaction SMILES: FC1C=CC(S(Cl)(=O)=O)=CC=1C(O)=[O:5].[CH3:15][CH:16]1[CH2:21]CCNC1.F[C:23]1[CH:31]=[CH:30][C:29]([S:32]([N:35]2[CH2:40][CH2:39][CH2:38][CH:37]([CH3:41])[CH2:36]2)(=[O:34])=[O:33])=[CH:28][C:24]=1[C:25]([OH:27])=[O:26].[H-].[Na+]>C(O)(C)C>[CH:16]([O:5][C:23]1[CH:31]=[CH:30][C:29]([S:32]([N:35]2[CH2:40][CH2:39][CH2:38][CH:37]([CH3:41])[CH2:36]2)(=[O:34])=[O:33])=[CH:28][C:24]=1[C:25]([OH:27])=[O:26])([CH3:21])[CH3:15] |f:3.4|. Procedure details: 2-Fluoro-5-chlorosulfonylbenzoic acid is heated with 3-methylpiperidine by the method of Example 1, and the resulting 2-fluoro-5-(3-methylpiperidinosulfonyl)benzoic acid (5 millimoles) is heated on a steam bath for 31/2 hours in isopropyl alcohol (50 ml.) with 5 millimoles of sodium hydride (56.6% suspension in mineral oil). The reaction mixture is evaporated to dryness, and then dissolved in 50 ml. of water. After washing with ether, the aqueous solution is acidified with concentrated HCl. The ...